Dataset: the Open Reaction Database (ORD), a public repository of structured organic reaction records. Task: describe an organic reaction: reactants, conditions, products, and yield Starting materials: C(C)(=O)OC1=CC(=CC2=CC=CC=C12)S(=O)(=O)Cl (4-Acetoxy-2-naphthalenesulfonyl chloride), C12CNCC(CC1)CC2 (3-azabicyclo[3.2.2]nonane), N1=CC=CC=C1 (pyridine). Solvent: C(Cl)(Cl)Cl (CHCl3). The product is C(C)(=O)OC1=CC(=CC2=CC=CC=C12)S(=O)(=O)N1CC2CCC(C1)CC2 (3-(1-Acetoxy-3-naphthylsulfonyl)-3-azabicyclo[3.2.2]nonane). Yield: 63.1%. RXN SMILES: [C:1]([O:4][C:5]1[C:14]2[C:9](=[CH:10][CH:11]=[CH:12][CH:13]=2)[CH:8]=[C:7]([S:15](Cl)(=[O:17])=[O:16])[CH:6]=1)(=[O:3])[CH3:2].[CH:19]12[CH2:27][CH2:26][CH:23]([CH2:24][CH2:25]1)[CH2:22][NH:21][CH2:20]2.N1C=CC=CC=1>C(Cl)(Cl)Cl>[C:1]([O:4][C:5]1[C:14]2[C:9](=[CH:10][CH:11]=[CH:12][CH:13]=2)[CH:8]=[C:7]([S:15]([N:21]2[CH2:22][CH:23]3[CH2:26][CH2:27][CH:19]([CH2:25][CH2:24]3)[CH2:20]2)(=[O:17])=[O:16])[CH:6]=1)(=[O:3])[CH3:2]. Reported procedure: 4-Acetoxy-2-naphthalenesulfonyl chloride (861 mg, 3.02 mmol) and 3-azabicyclo[3.2.2]nonane (379 mg, 3.02 mmol) were combined in CHCl3 (20 ml) and pyridine (20 ml) and the mixture was stirred at room temperature for 15 hr. At this time the solvent was evaporated under reduced pressure and the residue was partitioned between EtOAc and 1N aq HCl. The EtOAc was then washed with saturated aq NaHCO3, dried over Na2SO4, and concentrated. The residue was purified by flash chromatography using 1% acetone... Product: O(C1=CC=CC=C1)C1=CC=C(CO)C=C1 (4-phenoxybenzyl alcohol). Starting materials: O(C1=CC=CC=C1)C1=CC=C(C=O)C=C1 (4-phenoxybenzaldehyde), B (borane). Run in O1CCCC1 (tetrahydrofuran). RXN SMILES: [O:1]([C:8]1[CH:15]=[CH:14][C:11]([CH:12]=[O:13])=[CH:10][CH:9]=1)[C:2]1[CH:7]=[CH:6][CH:5]=[CH:4][CH:3]=1.B>O1CCCC1>[O:1]([C:8]1[CH:9]=[CH:10][C:11]([CH2:12][OH:13])=[CH:14][CH:15]=1)[C:2]1[CH:3]=[CH:4][CH:5]=[CH:6][CH:7]=1. Reaction conditions: time 45 minute. Procedure: A solution of 4-phenoxybenzaldehyde (5.0 g, 25 mmol) in dry tetrahydrofuran (10 mL) at 0° C. was treated with borane (1M in tetrahydrofuran, 11.25 mL). After 45 minutes, the reaction was quenched with saturated NH4Cl, diluted with ethyl acetate, and washed with 1M HCl, 5% NaHCO3, and brine, and dried over Na2SO4, and concentrated under reduced pressure to give 4.7 g (92%) of 4-phenoxybenzyl alcohol. Isolated yield 93.9%. RXN SMILES: [CH2:1]([N:3]([C:29](=O)[C:30]1[CH:35]=[CH:34][C:33]([OH:36])=[C:32]([F:37])[CH:31]=1)[C:4]1[CH:9]=[C:8]([O:10][CH3:11])[CH:7]=[CH:6][C:5]=1[C@@H:12]1[CH2:21][CH2:20][C:19]2[CH:18]=[C:17]([O:22]C(=O)C(C)(C)C)[CH:16]=[CH:15][C:14]=2[CH2:13]1)[CH3:2].Cl[CH2:40][CH2:41][CH2:42][N:43]1[CH2:48][CH2:47][CH2:46][CH2:45][CH2:44]1>>[CH2:1]([N:3]([CH2:29][C:30]1[CH:35]=[CH:34][C:33]([O:36][CH2:40][CH2:41][CH2:42][N:43]2[CH2:48][CH2:47][CH2:46][CH2:45][CH2:44]2)=[C:32]([F:37])[CH:31]=1)[C:4]1[CH:9]=[C:8]([O:10][CH3:11])[CH:7]=[CH:6][C:5]=1[C@@H:12]1[CH2:13][CH2:14][C:19]2[CH:18]=[C:17]([OH:22])[CH:16]=[CH:15][C:20]=2[CH2:21]1)[CH3:2]. The yield is 49.4%. Starting materials: C(C)N(C1=C(C=CC(=C1)OC)[C@H]1CC=2C=CC(=CC2CC1)OC(C(C)(C)C)=O)C(C1=CC(=C(C=C1)O)F)=O (pivalic acid (R)-6-{2-[ethyl(3-fluoro-4-hydroxybenzoyl)amino]-4-methoxyphenyl}-5,6,7,8-tetrahydronaphthalen-2-yl ester), ClCCCN1CCCCC1 (1-(3-chloropropyl)piperidine). The product is C(C)N(C1=C(C=CC(=C1)OC)[C@H]1CC=2C=CC(=CC2CC1)O)CC1=CC(=C(C=C1)OCCCN1CCCCC1)F ((R)-6-{2-{Ethyl[3-fluoro-4-(3-piperidin-1-ylpropoxy)benzyl]amino}-4-methoxyphenyl}-5,6,7,8-tetrahydronaphthalen-2-ol). Procedure: Synthesized from pivalic acid (R)-6-{2-[ethyl(3-fluoro-4-hydroxybenzoyl)amino]-4-methoxyphenyl}-5,6,7,8-tetrahydronaphthalen-2-yl ester (25 mg) and 1-(3-chloropropyl)piperidine (19 mg) according to an analogous synthetic method to Example 404 and purified by LC-MS, the title compound (13 mg) was obtained. Starting materials: BrC1=CC=C2C=CC(=NC2=C1)C (7-bromoquinaldine), BrN1C(CCC1=O)=O (N-bromosuccinimide), C(C1=CC=CC=C1)(=O)OOC(C1=CC=CC=C1)=O (dibenzoylperoxide). Solvent: C(Cl)(Cl)(Cl)Cl (CCl4). Yields the product BrC1=CC=C2C=CC(=NC2=C1)CBr ((7-bromo-quinolin-2-yl)methylbromide). Reaction SMILES: [Br:1][C:2]1[CH:11]=[C:10]2[C:5]([CH:6]=[CH:7][C:8]([CH3:12])=[N:9]2)=[CH:4][CH:3]=1.[Br:13]N1C(=O)CCC1=O.C(OOC(=O)C1C=CC=CC=1)(=O)C1C=CC=CC=1>C(Cl)(Cl)(Cl)Cl>[Br:1][C:2]1[CH:11]=[C:10]2[C:5]([CH:6]=[CH:7][C:8]([CH2:12][Br:13])=[N:9]2)=[CH:4][CH:3]=1. Procedure: A mixture of 220 g 7-bromoquinaldine, 180 g N-bromosuccinimide and 1 g dibenzoylperoxide in CCl4 (1 L) was illuminated with a 275 W sun lamp at reflux for 12 hours. The reaction mixture was cooled and directly chromatographed on 2 kg silica gel. Elution with toluene afforded the title compound which was used as is for the next step. Starting materials: CC(=O)C1=CC=C(C=C1)OCC=C (4-allyloxyacetophenone), COC1=C(C=O)C=CC(=C1)OC (2,4-dimethoxy-benzaldehyde). Conditions: time 18 hour. Yields the product COC1=C(C=CC(=C1)OC)C=CC(=O)C1=CC=C(C=C1)OCC=C (2,4-dimethoxy-4′-prop-2-enyloxychalcone). Isolated yield 92.2%. RXN SMILES: [CH3:1][C:2]([C:4]1[CH:9]=[CH:8][C:7]([O:10][CH2:11][CH:12]=[CH2:13])=[CH:6][CH:5]=1)=[O:3].[CH3:14][O:15][C:16]1[CH:23]=[C:22]([O:24][CH3:25])[CH:21]=[CH:20][C:17]=1[CH:18]=O>>[CH3:14][O:15][C:16]1[CH:23]=[C:22]([O:24][CH3:25])[CH:21]=[CH:20][C:17]=1[CH:18]=[CH:1][C:2]([C:4]1[CH:9]=[CH:8][C:7]([O:10][CH2:11][CH:12]=[CH2:13])=[CH:6][CH:5]=1)=[O:3]. Procedure details: 17.6 g (0.1 mol) of 4-allyloxyacetophenone and 16.6 g (0.1 mol) of 2,4-dimethoxy-benzaldehyde were under an inert dry atmosphere (argon) dissolved in 100 ml of dry ethanol (freshly distilled from sodium under argon atmosphere). The solution was added 1 g of sodium hydroxide and left under stirring for 18 h. The reaction mixture was filtered to give 29.9 g (97%) of 2,4-dimethoxy-4′-prop-2-enyloxychalcone identical to that obtained in Example 2.22, m.p. 74.5-75° C. The reactants are ClC=1C=C(C=CC1Cl)[C@H](CCN1CCC2(CC1)CN(C1=CC=CC=C12)S(=O)(=O)C)CCC(=O)C1=CC(=CC(=C1)C)C (1'-(3-(S)-(3,4-Dichlorophenyl)-6-(3,5-dimethylphenyl)-6-oxo-hexyl)-1-methanesulfonyl-spiro(indoline-3,4'-piperidine)), BrC=1C=C(C=C(C1)C)C (5-bromo-m-xylene), [Mg] (magnesium), CC=1C=C(C=C(C1)C)[Mg]Br (3,5-dimethylphenylmagnesium bromide). Run in C1CCOC1 (THF), C1CCOC1 (THF). Conditions: time 2 hour. Product: ClC=1C=C(C=CC1Cl)[C@@H](CCC(=O)C1=CC(=CC(=C1)C)C)CC=C (4-(S)-(3,4-dichlorophenyl)-1-(3,5-dimethylphenyl)-hept-6-ene-1-one). The yield is 97.0%. Reaction SMILES: [Cl:1][C:2]1[CH:3]=[C:4]([C@@H:9]([CH2:30][CH2:31][C:32]([C:34]2[CH:39]=[C:38]([CH3:40])[CH:37]=[C:36]([CH3:41])[CH:35]=2)=[O:33])CCN2CCC3(C4C(=CC=CC=4)N(S(C)(=O)=O)C3)CC2)[CH:5]=[CH:6][C:7]=1[Cl:8].[CH3:42][C:43]1C=C([Mg]Br)C=C(C)[CH:48]=1.BrC1C=C(C)C=C(C)C=1.[Mg]>C1COCC1>[Cl:1][C:2]1[CH:3]=[C:4]([C@H:9]([CH2:48][CH:43]=[CH2:42])[CH2:30][CH2:31][C:32]([C:34]2[CH:39]=[C:38]([CH3:40])[CH:37]=[C:36]([CH3:41])[CH:35]=2)=[O:33])[CH:5]=[CH:6][C:7]=1[Cl:8]. Procedure: 1.42 g (4.50 mmol) of (N-Methoxy-N-methyl)-(4-(S)-(3,4-dichlorophenyl)-6-heptenyl)-amide (prepared in Example 134) was dissolved in 20 mL of dry THF. To it added 10 mL THF solution of 3,5-dimethylphenylmagnesium bromide prepared from 1.8 g (9.6 mmol) of 5-bromo-m-xylene and 463 mg of magnesium turnings. After stirring for 2 hr at rt, the reaction was quenched with saturated aqueous ammonium chloride solution. THF was removed under reduced pressure. The residual material was diluted with ethyl ac... The reactants are Cl.C(C1=CC=CC=C1)OC(C(C(C)C)N(S(=O)(=O)C1=CC=C(C=C1)OC)CCC(=O)N1CCN(CC1)CCO)=O (2-[{3-[4-(2-hydroxyethyl)piperazin-1-yl]-3-oxopropyl}(4-methoxybenzenesulfonyl)amino]-3-methylbutyric acid benzyl ester hydrochloride), [H][H] (hydrogen). Reagents/catalysts: [Pd] (palladium on activated carbon). Run in C(C)O (ethanol). The product is Cl.OCCN1CCN(CC1)C(CCN(C(C(=O)O)C(C)C)S(=O)(=O)C1=CC=C(C=C1)OC)=O (2-[{3-[4-(2-hydroxyethyl)piperazin-1-yl]-3-oxo-propyl}(4-methoxybenzenesulfonyl)amino]-3-methylbutyric acid hydrochloride). The yield is 126.5%. As a reaction SMILES: [ClH:1].C([O:9][C:10](=[O:40])[CH:11]([N:15]([CH2:27][CH2:28][C:29]([N:31]1[CH2:36][CH2:35][N:34]([CH2:37][CH2:38][OH:39])[CH2:33][CH2:32]1)=[O:30])[S:16]([C:19]1[CH:24]=[CH:23][C:22]([O:25][CH3:26])=[CH:21][CH:20]=1)(=[O:18])=[O:17])[CH:12]([CH3:14])[CH3:13])C1C=CC=CC=1.[H][H]>C(O)C.[Pd]>[ClH:1].[OH:39][CH2:38][CH2:37][N:34]1[CH2:35][CH2:36][N:31]([C:29](=[O:30])[CH2:28][CH2:27][N:15]([S:16]([C:19]2[CH:20]=[CH:21][C:22]([O:25][CH3:26])=[CH:23][CH:24]=2)(=[O:18])=[O:17])[CH:11]([CH:12]([CH3:14])[CH3:13])[C:10]([OH:40])=[O:9])[CH2:32][CH2:33]1 |f:0.1,5.6|. Procedure: To a solution of 2-[{3-[4-(2-hydroxyethyl)piperazin-1-yl]-3-oxopropyl}(4-methoxybenzenesulfonyl)amino]-3-methylbutyric acid benzyl ester hydrochloride (1.49 grams, 2.49 mmol) in ethanol (80 mL) was added 10% palladium on activated carbon (0.11 grams). The mixture was agitated under 3 atmospheres hydrogen in a Parr shaker for 16 hours. The catalyst was removed by filtration through nylon (pore size 0.45 μm) and the solvent was evaporated leaving 2-[{3-[4-(2-hydroxyethyl)piperazin-1-yl]-3-oxo-prop... The reactants are CSC=1C(C(C(C1)C=CC(CCCCC)O[Si](C)(C)C(C)(C)C)=CCCCCCC(=O)OC)=O (2-methylthio-5-(6-methoxycarbonylhexylidene)-4-(3-t-butyldimethylsilyloxy-1-octenyl)-2-cyclopentenone), C(C)(=O)O (acetic acid), O1CCCC1 (tetrahydrofuran), C(O)([O-])=O.[Na+] (sodium hydrogencarbonate). Solvent: O (water), C(C)(=O)OCC (ethyl acetate). Conditions: time 2 day. The product is CSC=1C(C(C(C1)C=CC(CCCCC)O)=CCCCCCC(=O)OC)=O (2-methylthio-5-(6-methoxycarbonylhexylidene)-4-(3-hydroxy-1-octenyl)-2-cyclopentenone). Isolated yield 85.0%. As a reaction SMILES: [CH3:1][S:2][C:3]1[C:4](=[O:34])[C:5](=[CH:24][CH2:25][CH2:26][CH2:27][CH2:28][CH2:29][C:30]([O:32][CH3:33])=[O:31])[CH:6]([CH:8]=[CH:9][CH:10]([O:16][Si](C(C)(C)C)(C)C)[CH2:11][CH2:12][CH2:13][CH2:14][CH3:15])[CH:7]=1.C(O)(=O)C.O1CCCC1.C(=O)([O-])O.[Na+]>C(OCC)(=O)C.O>[CH3:1][S:2][C:3]1[C:4](=[O:34])[C:5](=[CH:24][CH2:25][CH2:26][CH2:27][CH2:28][CH2:29][C:30]([O:32][CH3:33])=[O:31])[CH:6]([CH:8]=[CH:9][CH:10]([OH:16])[CH2:11][CH2:12][CH2:13][CH2:14][CH3:15])[CH:7]=1 |f:3.4|. Procedure details: An amount of 1.42 g of 2-methylthio-5-(6-methoxycarbonylhexylidene-4-(3-t-butyldimethylsilyloxy-1-octenyl)-2-cyclopentenone obtained in Example 22 was added to a mixture of acetic acid (2.1 ml), tetrahydrofuran (1.4 ml) and water (0.7 ml), and the mixture was stirred at room temperature for 2 days. To the reaction mixture saturated aqueous sodium hydrogencarbonate and ethyl acetate were added, and the product was extracted into the organic layer. The extract was washed with saturated aqueous sod...